describe an organic reaction: reactants, conditions, products, and yield From a dataset of the Open Reaction Database (ORD), a public repository of structured organic reaction records. Starting materials: CCOC(=O)N1c2ccc(C(F)(F)F)cc2C(Nc2ncc(OCCOCC=O)c(Cc3cc(C(F)(F)F)cc(C(F)(F)F)c3)n2)CC1CC, CC=C(C)C, CC(C)(C)O, CCOC(C)=O, [O-][Cl+][O-], Cl, [K+], [Na+], O, O, O, O=P([O-])(O)O. The product is CCOC(=O)N1c2ccc(C(F)(F)F)cc2C(Nc2ncc(OCCOCC(=O)O)c(Cc3cc(C(F)(F)F)cc(C(F)(F)F)c3)n2)CC1CC. Reaction SMILES: [CH2:1]([CH3:2])[O:3][C:4](=[O:5])[N:6]1[CH:7]([CH2:49][CH3:50])[CH2:8][CH:9]([NH:20][c:21]2[n:22][cH:23][c:24]([O:42][CH2:43][CH2:44][O:45][CH2:46][CH:47]=[O:48])[c:25]([CH2:27][c:28]3[cH:29][c:30]([C:38]([F:39])([F:40])[F:41])[cH:31][c:32]([C:34]([F:35])([F:36])[F:37])[cH:33]3)[n:26]2)[c:10]2[cH:11][c:12]([C:16]([F:17])([F:18])[F:19])[cH:13][cH:14][c:15]21.[CH3:63][C:64](=[CH:65][CH3:66])[CH3:67].[CH3:69][C:70]([OH:71])([CH3:72])[CH3:73].[CH3:75][CH2:76][O:77][C:78](=[O:79])[CH3:80].[Cl+:59]([O-:60])[O-:61].[ClH:68].[K+:58].[Na+:62].[OH2:51].[OH2:52].[OH2:74].[P:53](=[O:54])([O-:55])([OH:56])[OH:57]>>[CH2:1]([CH3:2])[O:3][C:4](=[O:5])[N:6]1[CH:7]([CH2:49][CH3:50])[CH2:8][CH:9]([NH:20][c:21]2[n:22][cH:23][c:24]([O:42][CH2:43][CH2:44][O:45][CH2:46][C:47](=[O:48])[OH:54])[c:25]([CH2:27][c:28]3[cH:29][c:30]([C:38]([F:39])([F:40])[F:41])[cH:31][c:32]([C:34]([F:35])([F:36])[F:37])[cH:33]3)[n:26]2)[c:10]2[cH:11][c:12]([C:16]([F:17])([F:18])[F:19])[cH:13][cH:14][c:15]21. Reactants: C1N[C@@H](CC2=CC=CC=C12)CO ((S)-(1,2,3,4-tetrahydroisoquinolin-3-yl)methanol), CC(=O)OC(=O)C (Ac2O), CC(=O)O (AcOH), C(=O)([O-])[O-].[K+].[K+] (K2CO3). Run in CCOC(=O)C (EtOAc), CO (MeOH). Reaction conditions: time 2 hour. Yields the product OC[C@H]1N(CC2=CC=CC=C2C1)C(C)=O ((S)-1-(3-(Hydroxymethyl)-3,4-dihydroisoquinolin-2(1H)-yl)ethanone). Isolated yield 71.9%. Reaction SMILES: [CH2:1]1[C:10]2[C:5](=[CH:6][CH:7]=[CH:8][CH:9]=2)[CH2:4][C@@H:3]([CH2:11][OH:12])[NH:2]1.[CH3:13][C:14](OC(C)=O)=[O:15].C([O-])([O-])=O.[K+].[K+].CC(O)=O>CCOC(C)=O.CO>[OH:12][CH2:11][C@@H:3]1[CH2:4][C:5]2[C:10](=[CH:9][CH:8]=[CH:7][CH:6]=2)[CH2:1][N:2]1[C:14](=[O:15])[CH3:13] |f:2.3.4|. Reported procedure: To (S)-(1,2,3,4-tetrahydroisoquinolin-3-yl)methanol (Aldrich, 350 mg, 2.14 mmol) in EtOAc (4.3 mL) and MeOH (1.1 mL) was added Ac2O (243 μL, 2.57 mmol). The resulting reaction mixture was stirred at room temperature for 2 h. K2CO3 was then added to neutralize the AcOH, and the reaction mixture was filtered through a pad of CELITE®, washing with EtOAc. The filtrate was concentrated in vacuo to give the title compound (316 mg, 72%) as a white solid. 1H NMR (CDCl3, 1.5:1 mixture of amide rotamers) ... The reactants are FC(OC1=CC=C(C=C1)C1=NC=2N(C(=C1)C(F)(F)F)N=CC2C(=O)O)(F)F (5-(4-trifluoromethoxy-phenyl)-7-trifluoromethyl-pyrazolo[1,5-a]pyrimidine-3-carboxylic acid), NC=1C=C(C=CC1)S(=O)(=O)NC(CO)(C)C (3-amino-N-(2-hydroxy-1,1-dimethyl-ethyl)-benzenesulfonamide). Yields the product OCC(C)(C)NS(=O)(=O)C=1C=C(C=CC1)NC(=O)C=1C=NN2C1N=C(C=C2C(F)(F)F)C2=CC=C(C=C2)OC(F)(F)F (5-(4-Trifluoromethoxy-phenyl)-7-trifluoromethyl-pyrazolo[1,5-a]pyrimidine-3-carboxylic acid[3-(2-hydroxy-1,1-dimethyl-ethylsulfamoyl)-phenyl]-amide). Reaction SMILES: [F:1][C:2]([F:27])([F:26])[O:3][C:4]1[CH:9]=[CH:8][C:7]([C:10]2[CH:15]=[C:14]([C:16]([F:19])([F:18])[F:17])[N:13]3[N:20]=[CH:21][C:22]([C:23](O)=[O:24])=[C:12]3[N:11]=2)=[CH:6][CH:5]=1.[NH2:28][C:29]1[CH:30]=[C:31]([S:35]([NH:38][C:39]([CH3:43])([CH3:42])[CH2:40][OH:41])(=[O:37])=[O:36])[CH:32]=[CH:33][CH:34]=1>>[OH:41][CH2:40][C:39]([NH:38][S:35]([C:31]1[CH:30]=[C:29]([NH:28][C:23]([C:22]2[CH:21]=[N:20][N:13]3[C:14]([C:16]([F:17])([F:18])[F:19])=[CH:15][C:10]([C:7]4[CH:6]=[CH:5][C:4]([O:3][C:2]([F:27])([F:1])[F:26])=[CH:9][CH:8]=4)=[N:11][C:12]=23)=[O:24])[CH:34]=[CH:33][CH:32]=1)(=[O:37])=[O:36])([CH3:43])[CH3:42]. Reported procedure: The title compound was prepared from 5-(4-trifluoromethoxy-phenyl)-7-trifluoromethyl-pyrazolo[1,5-a]pyrimidine-3-carboxylic acid (example C.19) and 3-amino-N-(2-hydroxy-1,1-dimethyl-ethyl)-benzenesulfonamide (example B.8) according to general procedure II. Yellow solid. MS (ISP) 618.3 [(M+H+]; mp 212° C. The reactants are CI (CH3I), C[Si](CCOCN1N=CC(=C1)O)(C)C (1-((2-(trimethylsilyl)ethoxy)methyl)-1H-pyrazol-4-ol), C[Si](CCOCN1N=CC(=C1)O)(C)C (1-((2-(trimethylsilyl)ethoxy)methyl)-1H-pyrazol-4-ol), C(=O)([O-])[O-].[Cs+].[Cs+] (Cs2CO3). Run in O1CCCC1 (tetrahydrofuran). Run at time 3 hour. Product: COC=1C=NN(C1)COCC[Si](C)(C)C (4-Methoxy-1-((2-(trimethylsilyl)ethoxy)methyl)-1H-pyrazole). The yield is 92.0%. As a reaction SMILES: [CH3:1][Si:2]([CH3:14])([CH3:13])[CH2:3][CH2:4][O:5][CH2:6][N:7]1[CH:11]=[C:10]([OH:12])[CH:9]=[N:8]1.[C:15]([O-])([O-])=O.[Cs+].[Cs+].CI>O1CCCC1>[CH3:15][O:12][C:10]1[CH:9]=[N:8][N:7]([CH2:6][O:5][CH2:4][CH2:3][Si:2]([CH3:14])([CH3:13])[CH3:1])[CH:11]=1 |f:1.2.3|. Procedure details: To a solution of 1-((2-(trimethylsilyl)ethoxy)methyl)-1H-pyrazol-4-ol (compound 280.2, 2.14 g, 10.0 mmol) in tetrahydrofuran (50 mL) was added Cs2CO3 (6.5 g, 20.0 mmol) in portions. To this was added CH3I (1.25 mL, 20.0 mmol) dropwise. The reaction mixture was stirred for 3 h at room temperature, then concentrated under reduced pressure. The resulting residue was dissolved in 100 mL of EtOAc. The solids were filtered off and the filtrate was concentrated under reduced pressure. This resulted in ... As a reaction SMILES: [Br:1][c:2]1[cH:3][c:4]([CH:7]=[O:8])[s:5][cH:6]1.[CH3:9][S:10][S:11][CH3:12]>>[c:2]1([S:10][CH3:9])[cH:3][c:4]([CH:7]=[O:8])[s:5][cH:6]1. Product: CSc1csc(C=O)c1. Starting materials: O=Cc1cc(Br)cs1, CSSC.